Dataset: the Open Reaction Database (ORD), a public repository of structured organic reaction records. Task: describe an organic reaction: reactants, conditions, products, and yield Starting materials: CCCN(CCC)C1=Cc2c(Br)cccc2CC1, [BH3-]C#N, Cl, [Na+], [Na+], C1CCOC1, [OH-]. Product: CCCN(CCC)C1CCc2cccc(Br)c2C1. As a reaction SMILES: [Br:1][c:2]1[cH:3][cH:4][cH:5][c:6]2[c:11]1[CH:10]=[C:9]([N:12]([CH2:13][CH2:14][CH3:15])[CH2:16][CH2:17][CH3:18])[CH2:8][CH2:7]2.[C:19]([BH3-:20])#[N:21].[ClH:23].[Na+:22].[Na+:25].[O:26]1[CH2:27][CH2:28][CH2:29][CH2:30]1.[OH-:24]>>[Br:1][c:2]1[cH:3][cH:4][cH:5][c:6]2[c:11]1[CH2:10][CH:9]([N:12]([CH2:13][CH2:14][CH3:15])[CH2:16][CH2:17][CH3:18])[CH2:8][CH2:7]2. Starting materials: FC1=C(C=CC(=C1)F)C1=NC2=C(N1)C(=CC=C2C(=O)O)O (2-(2,4-difluoro-phenyl)-7-hydroxy-1H-benzoimidazole-4-carboxylic acid), CO (methanol), O=S(Cl)Cl (SOCl2). Yields the product COC(=O)C1=CC=C(C=2NC(=NC21)C2=C(C=C(C=C2)F)F)O (2-(2,4-difluoro-phenyl)-7-hydroxy-1H-benzoimidazole-4-carboxylic acid methyl ester). Yield: 84.0%. As a reaction SMILES: [F:1][C:2]1[CH:7]=[C:6]([F:8])[CH:5]=[CH:4][C:3]=1[C:9]1[NH:13][C:12]2[C:14]([OH:21])=[CH:15][CH:16]=[C:17]([C:18]([OH:20])=[O:19])[C:11]=2[N:10]=1.O=S(Cl)Cl.[CH3:26]O>>[CH3:26][O:19][C:18]([C:17]1[C:11]2[N:10]=[C:9]([C:3]3[CH:4]=[CH:5][C:6]([F:8])=[CH:7][C:2]=3[F:1])[NH:13][C:12]=2[C:14]([OH:21])=[CH:15][CH:16]=1)=[O:20]. Procedure details: 2-(2,4-difluoro-phenyl)-7-hydroxy-1H-benzoimidazole-4-carboxylic acid (1.70 mg, 5.86 mmol) obtained in step 3 was dissolved in methanol, SOCl2 (8.2 ml, 112 mmol) was added dropwise thereto and refluxed for 15 hours. The resulting solution was cooled to room temperature, concentrated under a reduced pressure to remove methanol, and the residue was neutralized with NaHCO3. Then, the neutralized residue was extracted with ethyl acetate and concentrated under a reduced pressure to obtain a residue w... Reactants: BrCc1ccccc1, O=C([O-])[O-], CC(C)=O, CCOC(C)=O, [K+], [K+], O, Oc1ccc2ccccc2c1O. Yields the product Oc1ccc2ccccc2c1OCc1ccccc1. As a reaction SMILES: [Br:13][CH2:14][c:15]1[cH:16][cH:17][cH:18][cH:19][cH:20]1.[C:21](=[O:22])([O-:23])[O-:24].[CH3:28][C:29](=[O:30])[CH3:31].[CH3:32][CH2:33][O:34][C:35](=[O:36])[CH3:37].[K+:25].[K+:26].[OH2:27].[OH:1][c:2]1[c:3]([OH:12])[cH:4][cH:5][c:6]2[cH:7][cH:8][cH:9][cH:10][c:11]12>>[O:1]([c:2]1[c:3]([OH:12])[cH:4][cH:5][c:6]2[cH:7][cH:8][cH:9][cH:10][c:11]12)[CH2:14][c:15]1[cH:16][cH:17][cH:18][cH:19][cH:20]1. The reactants are C(C)O (ethanol), S(=O)(=O)(OC)OC (dimethyl sulfate), [O-]C#N.[K+] (potassium cyanate), resultant mixture, CC(C)(C)C1=CC=[N+](C=C1)[O-] (4-tert-butyl-1-oxypyridine). Run in O (water), O (water). Conditions: temperature 80 celsius, time 3 hour. The product is C(C)(C)(C)C1=CC(=NC=C1)C#N (4-tert-butyl-2-cyanopyridine). Isolated yield 54.3%. RXN SMILES: S(OC)(OC)(=O)=O.[CH3:8][C:9]([C:12]1[CH:17]=[CH:16][N+:15]([O-])=[CH:14][CH:13]=1)([CH3:11])[CH3:10].C(O)C.[O-][C:23]#[N:24].[K+]>O>[C:9]([C:12]1[CH:17]=[CH:16][N:15]=[C:14]([C:23]#[N:24])[CH:13]=1)([CH3:11])([CH3:10])[CH3:8] |f:3.4|. Reported procedure: To stirred dimethyl sulfate (6.70 g) was added slowly 4-tert-butyl-1-oxypyridine (8.0 g) at ca. 10° C. in an ice-water bath and the mixture was stirred for 3 hours at 80° C. After cooling to room temperature, to the mixture was added a mixture of ethanol and water (1:1, 60 ml) under stirring. To the mixture was added dropwise an aqueous solution of potassium cyanate (6.9 g in 20 ml of water) below 10° C. and stirring for 1 hour under the same condition, and then overnight at room temperature. To... The reactants are CCCCCCCCC=CCCCCCCCC(=O)O.C1C(C(C(O1)C(CO)O)O)O (sorbitan sesquioleate), paraffin, [Na+].[Na+].[Na+].[Na+].C(CN(CC(=O)[O-])CC(=O)[O-])N(CC(=O)[O-])CC(=O)[O-] (ethylenediaminetetraacetic acid tetra sodium salt), C(C)(C)(C)OO (tert-butyl hydroperoxide), C(C=C)(=O)N (acrylamide), C(C=C)(=O)O (acrylic acid), polyoxyethylene sorbitol fatty acid, [OH-].[NH4+] (ammonium hydroxide). Solvent: O (water). The product is C(C=C)(=O)[O-].[NH4+].C(C=C)(=O)N (Ammonium Acrylate Acrylamide). As a reaction SMILES: CCCCCCCCC=CCCCCC[CH2:16][CH2:17][C:18]([OH:20])=[O:19].C1OC(C(O)CO)C(O)C1O.[C:32]([NH2:36])(=[O:35])[CH:33]=[CH2:34].C(O)(=O)C=C.[OH-].[NH4+].C(OO)(C)(C)C.[Na+].[Na+].[Na+].[Na+].C(N(CC([O-])=O)CC([O-])=O)CN(CC([O-])=O)CC([O-])=O>O>[C:18]([O-:20])(=[O:19])[CH:17]=[CH2:16].[NH4+:36].[C:32]([NH2:36])(=[O:35])[CH:33]=[CH2:34] |f:0.1,4.5,7.8.9.10.11,13.14.15|. Reported procedure: An organic solution is prepared by combining a low odor paraffin oil (252.0 g), sorbitan sesquioleate (8.5 g) and polyoxyethylene sorbitol fatty acid (39.5 g) in a reactor with stirring. To this solution is added an aqueous solution of pH=8.0 containing acrylamide (84.0 g), acrylic acid (36.0 g) neutralized with aqueous ammonium hydroxide (35.7 g), tert-butyl hydroperoxide (0.048 g), ethylenediaminetetraacetic acid tetra sodium salt (0.24 g), and water (144.0 g). The reactants are CC1=C(C(=O)O)C=C(C=C1)[N+](=O)[O-] (2-methyl-5-nitrobenzoic acid), CS(=O)(=O)N (methyl sulphonamide), Cl.CN(CCCN=C=NCC)C (1-[3-(dimethylamino)propyl]-3-ethyl carbodiimide hydrochloride). Reagents/catalysts: CN(C1=CC=NC=C1)C (4-dimethylaminopyridine). Solvent: ClCCl (dichloromethane). Product: CC1=C(C=C(C=C1)[N+](=O)[O-])C(=O)NS(=O)(=O)C (2-Methyl-1-(methylsulphonylaminocarbonyl)-5-nitrobenzene). Isolated yield 79.5%. RXN SMILES: [CH3:1][C:2]1[CH:10]=[CH:9][C:8]([N+:11]([O-:13])=[O:12])=[CH:7][C:3]=1[C:4](O)=[O:5].[CH3:14][S:15]([NH2:18])(=[O:17])=[O:16].Cl.CN(C)CCCN=C=NCC>CN(C)C1C=CN=CC=1.ClCCl>[CH3:1][C:2]1[CH:10]=[CH:9][C:8]([N+:11]([O-:13])=[O:12])=[CH:7][C:3]=1[C:4]([NH:18][S:15]([CH3:14])(=[O:17])=[O:16])=[O:5] |f:2.3|. Procedure: The title compound was prepared in the same way as that described in Example 11, Step 1, using 2-methyl-5-nitrobenzoic acid (5 g, 27.6 mmol), methyl sulphonamide (2.63 g, 27.6 mmol), 4-dimethylaminopyridine (3.37 g, 27.6 mmol), 1-[3-(dimethylamino)propyl]-3-ethyl carbodiimide hydrochloride (5.29 g, 27.6 mmol) and anhydrous dichloromethane (200 ml). The title compound (5.67 g, 79%) was afforded as a colourless solid. mp 180° C. (dec.). 1H NMR (360 MHz, D6-DMSO) δ 2.50 (3H, s), 3.42 (3H, s), 7.61 ... The reactants are O.O.O.[Rh](Cl)(Cl)Cl (rhodium trichloride trihydrate), C1(=CC=CC=C1)P(C1=CC=CC=C1)C1=CC=CC=C1 (triphenyl phosphine). Run in CO (methanol). Run at time 90 minute. Product: C1(=CC=CC=C1)P(C1=CC=CC=C1)C1=CC=CC=C1 (triphenyl phosphine), [Rh](Cl)(Cl)Cl (rhodium trichloride). Reaction SMILES: O.O.O.[Rh:4]([Cl:7])([Cl:6])[Cl:5].[C:8]1([P:14]([C:21]2[CH:26]=[CH:25][CH:24]=[CH:23][CH:22]=2)[C:15]2[CH:20]=[CH:19][CH:18]=[CH:17][CH:16]=2)[CH:13]=[CH:12][CH:11]=[CH:10][CH:9]=1>CO>[C:21]1([P:14]([C:8]2[CH:9]=[CH:10][CH:11]=[CH:12][CH:13]=2)[C:15]2[CH:20]=[CH:19][CH:18]=[CH:17][CH:16]=2)[CH:22]=[CH:23][CH:24]=[CH:25][CH:26]=1.[Rh:4]([Cl:7])([Cl:6])[Cl:5] |f:0.1.2.3|. Reported procedure: A (1:1) molar complex of triphenyl phosphine and rhodium trichloride was prepared as catalyst by suspending finely ground rhodium trichloride trihydrate (2.0 g.) and triphenyl phosphine (12 g.) in methanol (40 ml.) and stirring the mixture at room temperature for 90 minutes, after which the formed brown precipitate of the complex was filtered off and washed with ethanol (50 ml.) and diethyl ether (50 ml.) to remove unchanged reactants; no further purification was necessary.